From a dataset of the Open Reaction Database (ORD), a public repository of structured organic reaction records. describe an organic reaction: reactants, conditions, products, and yield Starting materials: [Al+3], C1CCOC1, COC(=O)c1cc2c(O)c(C(=O)NCc3ccc(Cl)cc3)cnc2s1, [H-], [H-], [H-], [H-], [Li+]. The product is O=C(NCc1ccc(Cl)cc1)c1cnc2sc(CO)cc2c1O. Reaction SMILES: [Al+3:27].[CH2:32]1[O:33][CH2:34][CH2:35][CH2:36]1.[Cl:1][c:2]1[cH:3][cH:4][c:5]([CH2:6][NH:7][C:8](=[O:9])[c:10]2[c:11]([OH:23])[c:12]3[c:13]([n:14][cH:15]2)[s:16][c:17]([C:19](=[O:20])[O:21][CH3:22])[cH:18]3)[cH:24][cH:25]1.[H-:26].[H-:29].[H-:30].[H-:31].[Li+:28]>>[Cl:1][c:2]1[cH:3][cH:4][c:5]([CH2:6][NH:7][C:8](=[O:9])[c:10]2[c:11]([OH:23])[c:12]3[c:13]([n:14][cH:15]2)[s:16][c:17]([CH2:19][OH:20])[cH:18]3)[cH:24][cH:25]1. The reactants are O=C([O-])[O-], CC(C)(C)P(C(C)(C)C)C(C)(C)C, CC(C)(C)P(C(C)(C)C)C(C)(C)C, C1CCOC1, O=C(O)c1cc(Cc2ccc(Cl)cc2)c2ccccn2c1=O, Cl, [Cs+], [Cs+], OB(O)c1ccccc1, [Pd]. As a reaction SMILES: [C:32](=[O:33])([O-:34])[O-:35].[C:45]([P:46]([C:47]([CH3:48])([CH3:49])[CH3:50])[C:51]([CH3:52])([CH3:53])[CH3:54])([CH3:55])([CH3:56])[CH3:57].[C:58]([P:59]([C:60]([CH3:61])([CH3:62])[CH3:63])[C:64]([CH3:65])([CH3:66])[CH3:67])([CH3:68])([CH3:69])[CH3:70].[CH2:39]1[O:40][CH2:41][CH2:42][CH2:43]1.[Cl:1][c:2]1[cH:3][cH:4][c:5]([CH2:6][c:7]2[cH:8][c:9]([C:18](=[O:19])[OH:20])[c:10](=[O:17])[n:11]3[cH:12][cH:13][cH:14][cH:15][c:16]23)[cH:21][cH:22]1.[ClH:38].[Cs+:36].[Cs+:37].[OH:23][B:24]([OH:25])[c:26]1[cH:27][cH:28][cH:29][cH:30][cH:31]1.[Pd:44]>>[c:2]1(-[c:26]2[cH:27][cH:28][cH:29][cH:30][cH:31]2)[cH:3][cH:4][c:5]([CH2:6][c:7]2[cH:8][c:9]([C:18](=[O:19])[OH:20])[c:10](=[O:17])[n:11]3[cH:12][cH:13][cH:14][cH:15][c:16]23)[cH:21][cH:22]1. Yields the product O=C(O)c1cc(Cc2ccc(-c3ccccc3)cc2)c2ccccn2c1=O.